Task: describe an organic reaction: reactants, conditions, products, and yield. Dataset: the Open Reaction Database (ORD), a public repository of structured organic reaction records Product: CCN(CC)CCOc1ccc2c(c1)c(S(=O)(=O)c1cccc3ccccc13)nn2Cc1ccccc1. RXN SMILES: [CH2:1]([c:2]1[cH:3][cH:4][cH:5][cH:6][cH:7]1)[n:8]1[n:9][c:10]([S:31](=[O:32])(=[O:33])[c:34]2[cH:35][cH:36][cH:37][c:38]3[cH:39][cH:40][cH:41][cH:42][c:43]23)[c:11]2[cH:12][c:13]([O:17][CH2:18][CH2:19][O:20][S:21]([c:22]3[cH:23][cH:24][c:25]([CH3:26])[cH:27][cH:28]3)(=[O:29])=[O:30])[cH:14][cH:15][c:16]12.[CH2:44]([CH3:45])[NH:46][CH2:47][CH3:48].[CH2:49]1[O:50][CH2:51][CH2:52][CH2:53]1>>[CH2:1]([c:2]1[cH:3][cH:4][cH:5][cH:6][cH:7]1)[n:8]1[n:9][c:10]([S:31](=[O:32])(=[O:33])[c:34]2[cH:35][cH:36][cH:37][c:38]3[cH:39][cH:40][cH:41][cH:42][c:43]23)[c:11]2[cH:12][c:13]([O:17][CH2:18][CH2:19][N:46]([CH2:44][CH3:45])[CH2:47][CH3:48])[cH:14][cH:15][c:16]12. Starting materials: Cc1ccc(S(=O)(=O)OCCOc2ccc3c(c2)c(S(=O)(=O)c2cccc4ccccc24)nn3Cc2ccccc2)cc1, CCNCC, C1CCOC1. Starting materials: C(C1=CC=CC=C1)OC1=CC=C(C=C1)C=1N2N=CC=C2N=C2C1CCCCC2 (10-(4-Benzyloxy-phenyl)-6,7,8,9-tetrahydro-5H-1,4,10a-triaza-cyclohepta[f]indene), CCOC(=O)C (EtOAc). The reagents and catalysts are [Pd] (palladium). The solvent is CO (CH3OH). Reaction conditions: time 8 hour. Yields the product N1=CC=C2N=C3C(=C(N12)C1=CC=C(C=C1)O)CCCCC3 (4-(6,7,8,9-tetrahydro-5H-1,4,10a-triaza-cyclohepta[f]inden-10-yl)-phenol). Yield: 79.6%. As a reaction SMILES: C([O:8][C:9]1[CH:14]=[CH:13][C:12]([C:15]2[N:16]3[C:20]([N:21]=[C:22]4[CH2:28][CH2:27][CH2:26][CH2:25][CH2:24][C:23]=24)=[CH:19][CH:18]=[N:17]3)=[CH:11][CH:10]=1)C1C=CC=CC=1.CCOC(C)=O>CO.[Pd]>[N:17]1[N:16]2[C:20]([N:21]=[C:22]3[CH2:28][CH2:27][CH2:26][CH2:25][CH2:24][C:23]3=[C:15]2[C:12]2[CH:11]=[CH:10][C:9]([OH:8])=[CH:14][CH:13]=2)=[CH:19][CH:18]=1. Reported procedure: 10-(4-Benzyloxy-phenyl)-6,7,8,9-tetrahydro-5H-1,4,10a-triaza-cyclohepta[f]indene (100 mg, 0.27 mmol) was dissolved in CH3OH (5 mL) and EtOAc (2 mL) followed by the addition of palladium (10% by weight on carbon, 5 mg). The resulting mixture was stirred under a hydrogen atmosphere (balloon) at room temperature overnight. The catalyst was filtered off and the filtrate concentrated to give 4-(6,7,8,9-tetrahydro-5H-1,4,10a-triaza-cyclohepta[f]inden-10-yl)-phenol as a colorless solid (60 mg, 79% yiel... The reactants are COc1ccc(O)c(C(C)(C)C)c1, CC(C)(C)C(=O)Cl, CN(C)C=O, [H-], [Na+]. The product is COc1ccc(OC(=O)C(C)(C)C)c(C(C)(C)C)c1. Reaction SMILES: [C:1]([CH3:2])([CH3:3])([CH3:4])[c:5]1[cH:6][c:7]([O:12][CH3:13])[cH:8][cH:9][c:10]1[OH:11].[CH3:16][C:17]([C:18](=[O:19])[Cl:20])([CH3:21])[CH3:22].[CH3:23][N:24]([CH3:25])[CH:26]=[O:27].[H-:14].[Na+:15]>>[C:1]([CH3:2])([CH3:3])([CH3:4])[c:5]1[cH:6][c:7]([O:12][CH3:13])[cH:8][cH:9][c:10]1[O:11][C:18]([C:17]([CH3:16])([CH3:21])[CH3:22])=[O:19]. Reactants: C(C1=CC=CC=C1)OC(=O)NC1=CN=C(N(C1=O)CC(=O)O)C=1C=NC=CC1 ([5-benzyloxycarbonylamino-6-oxo-2-(3-pyridyl)-1,6-dihydro-1-pyrimidinyl]acetic acid), NC(C(C(F)(F)F)O)CC1=CC=CC=C1 (3-amino-1,1,1-trifluoro-4-phenyl-2-butanol), CCN=C=NCCCN(C)C.Cl (WSCI hydrochloride), C=1C=CC2=C(C1)N=NN2O (HOBT). The solvent is CN(C)C=O (DMF). The product is C(C1=CC=CC=C1)OC(=O)NC1=CN=C(N(C1=O)CC(=O)NC(C(C(F)(F)F)O)CC1=CC=CC=C1)C=1C=NC=CC1 (2-[5-Benzyloxycarbonylamino-6-oxo-2-(3-pyridyl)-1,6-dihydro-1-pyrimidyl]-N-(1-benzyl-3,3,3-trifluoro-2-hydroxypropyl)acetamide), C(C1=CC=CC=C1)OC(=O)NC1=CN=C(N(C1=O)CC(=O)NC(C(C(F)(F)F)=O)CC1=CC=CC=C1)C=1C=NC=CC1 (2-[5-benzyloxycarbonylamino-6-oxo-2-(3-pyridyl)-1,6-dihydro-1-pyrimidyl]-N-(1-benzyl-3,3,3-trifluoro-2-oxopropyl)-acetamide), target compound. The yield is 94.0%. Reaction SMILES: [CH2:1]([O:8][C:9]([NH:11][C:12]1[C:17](=[O:18])[N:16]([CH2:19][C:20](O)=[O:21])[C:15]([C:23]2[CH:24]=[N:25][CH:26]=[CH:27][CH:28]=2)=[N:14][CH:13]=1)=[O:10])[C:2]1[CH:7]=[CH:6][CH:5]=[CH:4][CH:3]=1.[NH2:29][CH:30]([CH2:37][C:38]1[CH:43]=[CH:42][CH:41]=[CH:40][CH:39]=1)[CH:31]([OH:36])[C:32]([F:35])([F:34])[F:33].CCN=C=NCCCN(C)C.Cl.C1C=CC2N(O)N=NC=2C=1>CN(C=O)C>[CH2:1]([O:8][C:9]([NH:11][C:12]1[C:17](=[O:18])[N:16]([CH2:19][C:20]([NH:29][CH:30]([CH2:37][C:38]2[CH:43]=[CH:42][CH:41]=[CH:40][CH:39]=2)[CH:31]([OH:36])[C:32]([F:33])([F:34])[F:35])=[O:21])[C:15]([C:23]2[CH:24]=[N:25][CH:26]=[CH:27][CH:28]=2)=[N:14][CH:13]=1)=[O:10])[C:2]1[CH:3]=[CH:4][CH:5]=[CH:6][CH:7]=1.[CH2:1]([O:8][C:9]([NH:11][C:12]1[C:17](=[O:18])[N:16]([CH2:19][C:20]([NH:29][CH:30]([CH2:37][C:38]2[CH:43]=[CH:42][CH:41]=[CH:40][CH:39]=2)[C:31](=[O:36])[C:32]([F:34])([F:35])[F:33])=[O:21])[C:15]([C:23]2[CH:24]=[N:25][CH:26]=[CH:27][CH:28]=2)=[N:14][CH:13]=1)=[O:10])[C:2]1[CH:3]=[CH:4][CH:5]=[CH:6][CH:7]=1 |f:2.3|. Procedure details: 2-[5-Benzyloxycarbonylamino-6-oxo-2-(3-pyridyl)-1,6-dihydro-1-pyrimidyl]-N-(1-benzyl-3,3,3-trifluoro-2-hydroxypropyl)acetamide was synthesized in the same manner as in Example 1. That is, [5-benzyloxycarbonylamino-6-oxo-2-(3-pyridyl)-1,6-dihydro-1-pyrimidinyl]acetic acid (title compound in Reference Example 17, 2.50 g, 6.57 mmol) was treated with 3-amino-1,1,1-trifluoro-4-phenyl-2-butanol (title compound in Reference Example 1, 1.51 g, 6.89 mmol), WSCI hydrochloride (1.51 g, 7.88 mmol) and HOBT ... Reactants: CS(=O)(=O)O, CC(C)c1cccc(C(C)C)c1OC(=O)OCC(N)C(=O)O, O. The product is CS(=O)(=O)O, CC(C)c1cccc(C(C)C)c1OC(=O)OCC(N)C(=O)O. RXN SMILES: [CH3:23][S:24]([OH:25])(=[O:26])=[O:27].[NH2:1][CH:2]([C:3](=[O:4])[OH:5])[CH2:6][O:7][C:8](=[O:9])[O:10][c:11]1[c:12]([CH:20]([CH3:21])[CH3:22])[cH:13][cH:14][cH:15][c:16]1[CH:17]([CH3:18])[CH3:19].[OH2:28]>>[CH3:23][S:24](=[O:25])(=[O:26])[OH:27].[NH2:1][CH:2]([C:3](=[O:4])[OH:5])[CH2:6][O:7][C:8](=[O:9])[O:10][c:11]1[c:12]([CH:20]([CH3:21])[CH3:22])[cH:13][cH:14][cH:15][c:16]1[CH:17]([CH3:18])[CH3:19].